Dataset: the Open Reaction Database (ORD), a public repository of structured organic reaction records. Task: describe an organic reaction: reactants, conditions, products, and yield Reactants: CC(C)Br, O=C([O-])[O-], CN(C)C=O, CO, Fc1nc(NCc2cccc(Cl)c2)c2nc[nH]c2n1, ClCCl, [K+], [K+]. The product is CC(C)n1cnc2c(NCc3cccc(Cl)c3)nc(F)nc21. As a reaction SMILES: [Br:26][CH:27]([CH3:28])[CH3:29].[C:20](=[O:21])([O-:22])[O-:23].[CH3:33][N:34]([CH3:35])[CH:36]=[O:37].[CH3:38][OH:39].[Cl:1][c:2]1[cH:3][c:4]([CH2:5][NH:6][c:7]2[c:8]3[n:9][cH:10][nH:11][c:12]3[n:13][c:14]([F:16])[n:15]2)[cH:17][cH:18][cH:19]1.[Cl:30][CH2:31][Cl:32].[K+:24].[K+:25]>>[Cl:1][c:2]1[cH:3][c:4]([CH2:5][NH:6][c:7]2[c:8]3[n:9][cH:10][n:11]([CH:27]([CH3:28])[CH3:29])[c:12]3[n:13][c:14]([F:16])[n:15]2)[cH:17][cH:18][cH:19]1. Starting materials: CC(=O)O, CC(CCCC(C)(C)O)C1CCC2C3C=CC4=CC(=O)C5OC5C4(C)C3CCC12C, [Zn]. Product: CC(CCCC(C)(C)O)C1CCC2C3C=CC4=CC(=O)CC(O)C4(C)C3CCC12C. RXN SMILES: [CH3:32][C:33](=[O:34])[OH:35].[O:1]1[CH:2]2[CH:3]1[C:4](=[O:30])[CH:5]=[C:6]1[CH:7]=[CH:8][CH:9]3[CH:10]4[CH2:11][CH2:12][CH:13]([CH:14]([CH2:15][CH2:16][CH2:17][C:18]([CH3:19])([CH3:20])[OH:21])[CH3:22])[C:23]4([CH3:29])[CH2:24][CH2:25][CH:26]3[C:27]21[CH3:28].[Zn:31]>>[OH:1][CH:2]1[CH2:3][C:4](=[O:30])[CH:5]=[C:6]2[CH:7]=[CH:8][CH:9]3[CH:10]4[CH2:11][CH2:12][CH:13]([CH:14]([CH2:15][CH2:16][CH2:17][C:18]([CH3:19])([CH3:20])[OH:21])[CH3:22])[C:23]4([CH3:29])[CH2:24][CH2:25][CH:26]3[C:27]12[CH3:28].